describe an organic reaction: reactants, conditions, products, and yield From a dataset of the Open Reaction Database (ORD), a public repository of structured organic reaction records. Reactants: [Al+3], C1CCOC1, CCc1ncccc1C(=O)O, [H-], [H-], [H-], [H-], [Li+], [Li]. The product is CCc1ncccc1CO. RXN SMILES: [Al+3:14].[CH2:19]1[O:20][CH2:21][CH2:22][CH2:23]1.[CH2:2]([CH3:3])[c:4]1[c:5]([C:6](=[O:7])[OH:8])[cH:9][cH:10][cH:11][n:12]1.[H-:13].[H-:16].[H-:17].[H-:18].[Li+:15].[Li:1]>>[CH2:2]([CH3:3])[c:4]1[c:5]([CH2:6][OH:7])[cH:9][cH:10][cH:11][n:12]1. The reactants are O=C([O-])[O-], CN(C)C=O, O=S(=O)(OCC(F)(F)F)C(F)(F)F, [K+], [K+], N#Cc1c(N2CCc3ccccc3CC2)nc(COC2CCCCO2)[nH]c1=O. Product: N#Cc1c(OCC(F)(F)F)nc(COC2CCCCO2)nc1N1CCc2ccccc2CC1. As a reaction SMILES: [C:42](=[O:43])([O-:44])[O-:45].[CH3:48][N:49]([CH3:50])[CH:51]=[O:52].[F:29][C:30]([F:31])([F:32])[S:33]([O:34][CH2:35][C:36]([F:37])([F:38])[F:39])(=[O:40])=[O:41].[K+:46].[K+:47].[O:1]=[c:2]1[c:3]([C:27]#[N:28])[c:4]([N:16]2[CH2:17][CH2:18][c:19]3[c:20]([cH:23][cH:24][cH:25][cH:26]3)[CH2:21][CH2:22]2)[n:5][c:6]([CH2:8][O:9][CH:10]2[O:11][CH2:12][CH2:13][CH2:14][CH2:15]2)[nH:7]1>>[O:1]([c:2]1[c:3]([C:27]#[N:28])[c:4]([N:16]2[CH2:17][CH2:18][c:19]3[c:20]([cH:23][cH:24][cH:25][cH:26]3)[CH2:21][CH2:22]2)[n:5][c:6]([CH2:8][O:9][CH:10]2[O:11][CH2:12][CH2:13][CH2:14][CH2:15]2)[n:7]1)[CH2:35][C:36]([F:37])([F:38])[F:39]. Starting materials: COC(=O)C1=Cc2cc(C(=S)c3ccccc3C)c(O)cc21, [Na+], [OH-]. The product is Cc1ccccc1C(=S)c1cc2c(cc1O)C(C(=O)O)=C2. As a reaction SMILES: [CH3:1][O:2][C:3](=[O:4])[C:5]1=[CH:6][c:7]2[c:8]1[cH:9][c:10]([OH:22])[c:11]([C:13]([c:14]1[c:15]([CH3:20])[cH:16][cH:17][cH:18][cH:19]1)=[S:21])[cH:12]2.[Na+:24].[OH-:23]>>[O:2]=[C:3]([OH:4])[C:5]1=[CH:6][c:7]2[c:8]1[cH:9][c:10]([OH:22])[c:11]([C:13]([c:14]1[c:15]([CH3:20])[cH:16][cH:17][cH:18][cH:19]1)=[S:21])[cH:12]2. Starting materials: Cc1cccc(CBr)c1OCC#N, O=C([O-])[O-], CCCC[N+](CCCC)(CCCC)CCCC, CC(C)=O, [I-], [K+], [K+], Oc1cccc(OCc2ccc3ccccc3n2)c1. The product is Cc1cccc(COc2cccc(OCc3ccc4ccccc4n3)c2)c1OCC#N. Reaction SMILES: [Br:20][CH2:21][c:22]1[c:23]([O:24][CH2:25][C:26]#[N:27])[c:28]([CH3:32])[cH:29][cH:30][cH:31]1.[C:33](=[O:34])([O-:35])[O-:36].[CH2:40]([N+:41]([CH2:42][CH2:43][CH2:44][CH3:45])([CH2:46][CH2:47][CH2:48][CH3:49])[CH2:50][CH2:51][CH2:52][CH3:53])[CH2:54][CH2:55][CH3:56].[CH3:57][C:58](=[O:59])[CH3:60].[I-:39].[K+:37].[K+:38].[n:1]1[c:2]([CH2:11][O:12][c:13]2[cH:14][c:15]([OH:19])[cH:16][cH:17][cH:18]2)[cH:3][cH:4][c:5]2[cH:6][cH:7][cH:8][cH:9][c:10]12>>[n:1]1[c:2]([CH2:11][O:12][c:13]2[cH:14][c:15]([O:19][CH2:21][c:22]3[c:23]([O:24][CH2:25][C:26]#[N:27])[c:28]([CH3:32])[cH:29][cH:30][cH:31]3)[cH:16][cH:17][cH:18]2)[cH:3][cH:4][c:5]2[cH:6][cH:7][cH:8][cH:9][c:10]12. The reactants are CCCCCCCNC(=O)N(C)c1cccc(-c2ccc(C=C(OC)C(=O)OC)cc2OCCCC)c1, [Na+], [OH-]. The product is CCCCCCCNC(=O)N(C)c1cccc(-c2ccc(C=C(OC)C(=O)O)cc2OCCCC)c1. As a reaction SMILES: [CH2:1]([CH2:2][CH2:3][CH3:4])[O:5][c:6]1[c:7](-[c:20]2[cH:21][c:22]([N:26]([C:27](=[O:28])[NH:29][CH2:30][CH2:31][CH2:32][CH2:33][CH2:34][CH2:35][CH3:36])[CH3:37])[cH:23][cH:24][cH:25]2)[cH:8][cH:9][c:10]([CH:12]=[C:13]([C:14](=[O:15])[O:16][CH3:17])[O:18][CH3:19])[cH:11]1.[Na+:39].[OH-:38]>>[CH2:1]([CH2:2][CH2:3][CH3:4])[O:5][c:6]1[c:7](-[c:20]2[cH:21][c:22]([N:26]([C:27](=[O:28])[NH:29][CH2:30][CH2:31][CH2:32][CH2:33][CH2:34][CH2:35][CH3:36])[CH3:37])[cH:23][cH:24][cH:25]2)[cH:8][cH:9][c:10]([CH:12]=[C:13]([C:14](=[O:15])[OH:16])[O:18][CH3:19])[cH:11]1. As a reaction SMILES: [C:1]([O:5][C:6](=[O:21])[NH:7][C:8]1[CH:13]=[C:12]([NH:14][CH2:15][CH:16]([CH3:18])[CH3:17])[C:11]([Cl:19])=[CH:10][C:9]=1[NH2:20])([CH3:4])([CH3:3])[CH3:2].C([O:26][C:27](=O)[CH2:28][C:29](=[O:41])[C:30]1[CH:35]=[CH:34][CH:33]=[C:32]([N:36]2[CH:40]=[CH:39][N:38]=[N:37]2)[CH:31]=1)(C)(C)C>>[C:1]([O:5][C:6](=[O:21])[NH:7][C:8]1[CH:13]=[C:12]([NH:14][CH2:15][CH:16]([CH3:17])[CH3:18])[C:11]([Cl:19])=[CH:10][C:9]=1[NH:20][C:27](=[O:26])[CH2:28][C:29](=[O:41])[C:30]1[CH:35]=[CH:34][CH:33]=[C:32]([N:36]2[CH:40]=[CH:39][N:38]=[N:37]2)[CH:31]=1)([CH3:3])([CH3:2])[CH3:4]. Product: C(C)(C)(C)OC(NC1=C(C=C(C(=C1)NCC(C)C)Cl)NC(CC(C1=CC(=CC=C1)N1N=NC=C1)=O)=O)=O ({4-Chloro-5-(isobutyl-amino)-2-[3-oxo-3-(3-[1,2,3]triazol-1-yl-phenyl)-propionylamino]-phenyl}-carbamic acid tert-butyl ester), foam. The yield is 42.0%. Procedure: The title compound was prepared from [2-amino-4-chloro-5-(isobutyl-amino)-phenyl]-carbamic acid tert-butyl ester (Example J34) (313 mg, 1.0 mmol) and 3-oxo-3-(3-[1,2,3]triazol-1-yl-phenyl)-propionic acid tert-butyl ester (Example K23) (287 mg, 1.0 mmol) according to the general procedure M. Obtained as a pale brown foam (220 mg, 42%). Reactants: C(C)(C)(C)OC(NC1=C(C=C(C(=C1)NCC(C)C)Cl)N)=O ([2-amino-4-chloro-5-(isobutyl-amino)-phenyl]-carbamic acid tert-butyl ester), C(C)(C)(C)OC(CC(C1=CC(=CC=C1)N1N=NC=C1)=O)=O (3-oxo-3-(3-[1,2,3]triazol-1-yl-phenyl)-propionic acid tert-butyl ester). Reactants: CO, C[Si](C)(C)C#Cc1cc(F)cnc1N, [K+], [K+], O=C([O-])[O-]. Yields the product C#Cc1cc(F)cnc1N. As a reaction SMILES: [CH3:21][OH:22].[F:1][c:2]1[cH:3][c:4]([C:9]#[C:10][Si:11]([CH3:12])([CH3:13])[CH3:14])[c:5]([NH2:8])[n:6][cH:7]1.[K+:15].[K+:16].[O-:17][C:18]([O-:19])=[O:20]>>[F:1][c:2]1[cH:3][c:4]([C:9]#[CH:10])[c:5]([NH2:8])[n:6][cH:7]1. Reaction conditions: time 40 minute. The product is BrCCCC1=CC=C(S1)C(=O)O (5-(3-bromopropyl)thiophene-2-carboxylic acid). Run in C1CCOC1 (THF). Starting materials: saturated aqueous solution, [Cl-].[NH4+] (ammonium chloride), [Cl-].[Na+] (sodium chloride), Cl (HCl), [Li+].CC(C)[N-]C(C)C (LDA), BrC(C)(C)Br (dibromopropane), S1C(=CC=C1)C(=O)O (thienoic acid). As a reaction SMILES: [S:1]1[CH:5]=[CH:4][CH:3]=[C:2]1[C:6]([OH:8])=[O:7].[Li+].[CH3:10][CH:11]([N-]C(C)C)[CH3:12].[Br:17]C(Br)(C)C.[Cl-].[NH4+].[Cl-].[Na+].Cl>C1COCC1>[Br:17][CH2:10][CH2:11][CH2:12][C:5]1[S:1][C:2]([C:6]([OH:8])=[O:7])=[CH:3][CH:4]=1 |f:1.2,4.5,6.7|. Procedure details: To a solution consisting of thienoic acid (10 g, 78 mmol) in THF (150 mL) at −78° C. was added an LDA solution (85 mL, 170 mmol, 2 M in heptanes/THF/ethylbenzene, Sigma-Aldrich) dropwise over 20 minutes, and the reaction mixture was stirred 40 minutes. To the reaction mixture was then added dibromopropane (23.8 g, 117 mmol) in one portion, and the reaction mixture was allowed to warm to room temperature and was stirred for 3 days. To the reaction mixture was added 50 mL each of a saturated aqueo... Isolated yield 123.5%. Reactants: N1=CC(=CC=C1)COC1=C(C(=O)O)C=CC=N1 (2-(Pyridin-3-ylmethoxy)-nicotinic acid), O.ON1N=NC2=C1C=CC=C2 (1-hydroxybenzotriazole hydrate), Cl.C(C)N=C=N (3-ethylcarbodiimide hydrochloride). Run in O (water), [OH-].[Na+] (sodium hydroxide), CN(C=O)C (dimethylformamide). Yields the product ClC1=C(CNC(C2=C(N=CC=C2)OCC=2C=NC=CC2)=O)C=CC=C1 (N-(2-Chloro-benzyl)-2-(pyridin-3-ylmethoxy)-nicotinamide). Yield: 25.2%. As a reaction SMILES: [N:1]1[CH:6]=[CH:5][CH:4]=[C:3]([CH2:7][O:8][C:9]2[N:17]=[CH:16][CH:15]=[CH:14][C:10]=2[C:11]([OH:13])=O)[CH:2]=1.O.ON1[C:24]2[CH:25]=[CH:26][CH:27]=[CH:28][C:23]=2N=N1.[ClH:29].C(N=[C:33]=[NH:34])C>CN(C)C=O.O.[OH-].[Na+]>[Cl:29][C:23]1[CH:28]=[CH:27][CH:26]=[CH:25][C:24]=1[CH2:33][NH:34][C:11](=[O:13])[C:10]1[CH:14]=[CH:15][CH:16]=[N:17][C:9]=1[O:8][CH2:7][C:3]1[CH:2]=[N:1][CH:6]=[CH:5][CH:4]=1 |f:1.2,3.4,7.8|. Reported procedure: A solution of 2-(Pyridin-3-ylmethoxy)-nicotinic acid (0.300 grams, 1.3 mmole) 2-Chloro-benzylamine (0.202 grams, 1.43 mmole), and 1-hydroxybenzotriazole hydrate (0.210 grams, 1.56 mmole) in dry dimethylformamide (10 ml) was added 1-(3-dimethylamino)-propyl)-3-ethylcarbodiimide hydrochloride (0.324 grams, 1.69 mmole) and stirred over night. The mixture was diluted with 50 ml water and 50 ml 1N sodium hydroxide and extracted with ethyl acetate. The combined extracts were washed with 1 N NaOH, wate...